From a dataset of the Open Reaction Database (ORD), a public repository of structured organic reaction records. describe an organic reaction: reactants, conditions, products, and yield Reactants: C(C1=CC=CC=C1)N (benzylamine), ClC=1C2=C(N=C(N1)C1=CC=NC=C1)SC=C2C (4-chloro-2-(pyridin-4-yl)-5-methyl-thieno-[2,3-d]-pyrimidine). The product is N1=CC=C(C=C1)C=1N=C(C2=C(N1)SC=C2C)NCC2=CC=CC=C2 (2-(pyridin-4-yl)-4-benzylamino-5-methyl-thieno-[2,3-d]-pyrimidine). Reaction SMILES: [CH2:1]([NH2:8])[C:2]1[CH:7]=[CH:6][CH:5]=[CH:4][CH:3]=1.Cl[C:10]1[C:11]2[C:24]([CH3:25])=[CH:23][S:22][C:12]=2[N:13]=[C:14]([C:16]2[CH:21]=[CH:20][N:19]=[CH:18][CH:17]=2)[N:15]=1>>[N:19]1[CH:18]=[CH:17][C:16]([C:14]2[N:15]=[C:10]([NH:8][CH2:1][C:2]3[CH:7]=[CH:6][CH:5]=[CH:4][CH:3]=3)[C:11]3[C:24]([CH3:25])=[CH:23][S:22][C:12]=3[N:13]=2)=[CH:21][CH:20]=1. Reported procedure: With the procedure of Example 1, the reaction of benzylamine with 4-chloro-2-(pyridin-4-yl)-5-methyl-thieno-[2,3-d]-pyrimidine yields 2-(pyridin-4-yl)-4-benzylamino-5-methyl-thieno-[2,3-d]-pyrimidine.